From a dataset of the Open Reaction Database (ORD), a public repository of structured organic reaction records. describe an organic reaction: reactants, conditions, products, and yield Starting materials: C1CCC2=NCCCN2CC1, COc1cc2ccccc2cc1NC(=O)Oc1ccccc1, Cc1cc(C)cc(N2CCNCC2)c1, C1CCOC1. Product: COc1cc2ccccc2cc1NC(=O)N1CCN(c2cc(C)cc(C)c2)CC1. Reaction SMILES: [CH2:37]1[CH2:38][CH2:39][C:40]2=[N:45][CH2:44][CH2:43][CH2:42][N:41]2[CH2:46][CH2:47]1.[CH3:1][O:2][c:3]1[cH:4][c:5]2[cH:6][cH:7][cH:8][cH:9][c:10]2[cH:11][c:12]1[NH:13][C:14]([O:15][c:16]1[cH:17][cH:18][cH:19][cH:20][cH:21]1)=[O:22].[CH3:23][c:24]1[cH:25][c:26]([N:31]2[CH2:32][CH2:33][NH:34][CH2:35][CH2:36]2)[cH:27][c:28]([CH3:30])[cH:29]1.[O:48]1[CH2:49][CH2:50][CH2:51][CH2:52]1>>[CH3:1][O:2][c:3]1[cH:4][c:5]2[cH:6][cH:7][cH:8][cH:9][c:10]2[cH:11][c:12]1[NH:13][C:14](=[O:22])[N:34]1[CH2:33][CH2:32][N:31]([c:26]2[cH:25][c:24]([CH3:23])[cH:29][c:28]([CH3:30])[cH:27]2)[CH2:36][CH2:35]1. As a reaction SMILES: [CH3:1][S:2][C:3]1([CH2:13][C:14]2[CH:19]=[CH:18][CH:17]=[CH:16][CH:15]=2)[C:11]2[C:6](=[CH:7][CH:8]=[CH:9][CH:10]=2)[NH:5][C:4]1=[O:12].Cl[CH2:21][CH2:22][O:23]C1CCCCO1>>[OH:23][CH2:22][CH2:21][N:5]1[C:6]2[C:11](=[CH:10][CH:9]=[CH:8][CH:7]=2)[C:3]([S:2][CH3:1])([CH2:13][C:14]2[CH:19]=[CH:18][CH:17]=[CH:16][CH:15]=2)[C:4]1=[O:12]. The reactants are CSC1(C(NC2=CC=CC=C12)=O)CC1=CC=CC=C1 (3-methylthio-3-phenylmethyl-1,3-dihydro-2H-indol-2-one), ClCCOC1OCCCC1 (2-(2-chloroethoxy)tetrahydro-2H-pyran). Procedure: Prepared from 3-methylthio-3-phenylmethyl-1,3-dihydro-2H-indol-2-one and 2-(2-chloroethoxy)tetrahydro-2H-pyran as described in Example 1. Yields the product OCCN1C(C(C2=CC=CC=C12)(CC1=CC=CC=C1)SC)=O (1-(2-Hydroxyethyl)-3-methylthio-3-phenylmethyl-1,3-dihydro-2H-indol-2-one). Starting materials: Cl.N[C@@H]1CC[C@H](CC1)NC(=O)C1=C(NC2=C1N=CN=C2C2=C(C=CC(=C2)OC)OCC2CC2)C (N-(trans-4-aminocyclohexyl)-4-[2-(cyclopropylmethoxy)-5-methoxyphenyl]-6-methyl-5H-pyrrolo[3,2-d]pyrimidine-7-carboxamide hydrochloride), C(C)(=O)OCC(=O)Cl (2-chloro-2-oxoethyl acetate). Product: C1(CC1)COC1=C(C=C(C=C1)OC)C=1C2=C(N=CN1)C(=C(N2)C)C(=O)N[C@@H]2CC[C@H](CC2)NC(CO)=O (4-[2-(Cyclopropylmethoxy)-5-methoxyphenyl]-N-[trans-4-(glycoloylamino)cyclohexyl]-6-methyl-5H-pyrrolo[3,2-d]pyrimidine-7-carboxamide). RXN SMILES: Cl.[NH2:2][C@H:3]1[CH2:8][CH2:7][C@H:6]([NH:9][C:10]([C:12]2[C:16]3[N:17]=[CH:18][N:19]=[C:20]([C:21]4[CH:26]=[C:25]([O:27][CH3:28])[CH:24]=[CH:23][C:22]=4[O:29][CH2:30][CH:31]4[CH2:33][CH2:32]4)[C:15]=3[NH:14][C:13]=2[CH3:34])=[O:11])[CH2:5][CH2:4]1.C([O:38][CH2:39][C:40](Cl)=[O:41])(=O)C>>[CH:31]1([CH2:30][O:29][C:22]2[CH:23]=[CH:24][C:25]([O:27][CH3:28])=[CH:26][C:21]=2[C:20]2[C:15]3[NH:14][C:13]([CH3:34])=[C:12]([C:10]([NH:9][C@H:6]4[CH2:7][CH2:8][C@H:3]([NH:2][C:39](=[O:38])[CH2:40][OH:41])[CH2:4][CH2:5]4)=[O:11])[C:16]=3[N:17]=[CH:18][N:19]=2)[CH2:32][CH2:33]1 |f:0.1|. Reported procedure: Starting from N-(trans-4-aminocyclohexyl)-4-[2-(cyclopropylmethoxy)-5-methoxyphenyl]-6-methyl-5H-pyrrolo[3,2-d]pyrimidine-7-carboxamide hydrochloride (example D.f24) and commercially available 2-chloro-2-oxoethyl acetate the title compound is obtained as colorless solid. The reactants are ClCCCl, COC(=O)C1(C(=O)O)CCCC1, CC(C)CCN, ClCCl, CN(C)C=O, O, On1nnc2ccccc21. Yields the product COC(=O)C1(C(=O)NCCC(C)C)CCCC1. Reaction SMILES: [CH2:23]([Cl:24])[CH2:25][Cl:26].[CH3:1][O:2][C:3](=[O:4])[C:5]1([C:10](=[O:11])[OH:12])[CH2:6][CH2:7][CH2:8][CH2:9]1.[CH3:27][CH:28]([CH2:29][CH2:30][NH2:31])[CH3:32].[Cl:33][CH2:34][Cl:35].[O:36]=[CH:37][N:38]([CH3:39])[CH3:40].[OH2:41].[OH:13][n:14]1[c:15]2[c:16]([cH:17][cH:18][cH:19][cH:20]2)[n:21][n:22]1>>[CH3:1][O:2][C:3](=[O:4])[C:5]1([C:10](=[O:12])[NH:31][CH2:30][CH2:29][CH:28]([CH3:27])[CH3:32])[CH2:6][CH2:7][CH2:8][CH2:9]1. Starting materials: O=C(O)C=CC(=O)c1ccc(F)c(Br)c1, CCO, [H][H], C1CCOC1. The product is O=C(O)CCC(=O)c1ccc(F)c(Br)c1. RXN SMILES: [Br:1][c:2]1[cH:3][c:4]([C:9]([CH:10]=[CH:11][C:12](=[O:13])[OH:14])=[O:15])[cH:5][cH:6][c:7]1[F:8].[CH3:18][CH2:19][OH:20].[H:16][H:17].[O:21]1[CH2:22][CH2:23][CH2:24][CH2:25]1>>[Br:1][c:2]1[cH:3][c:4]([C:9]([CH2:10][CH2:11][C:12](=[O:13])[OH:14])=[O:15])[cH:5][cH:6][c:7]1[F:8]. The reactants are ClC=1N=C(C2=C(N1)C=C(S2)CN2CCN(CC2)CC(=O)N(C)C)N2CCOCC2 (2-[4-(2-Chloro-4-morpholin-4-yl-thieno[3,2-d]pyrimidin-6-ylmethyl)-piperazin-1-yl]-N,N-dimethyl-acetamide), CC1=NC=C(C=C1)B1OC(C(O1)(C)C)(C)C (2-methyl-5-(4,4,5,5-tetramethyl-[1,3,2]dioxaborolan-2-yl)-pyridine). Yields the product CN(C(CN1CCN(CC1)CC1=CC=2N=C(N=C(C2S1)N1CCOCC1)C=1C=NC(=CC1)C)=O)C (N,N-dimethyl-2-(4-((2-(6-methylpyridin-3-yl)-4-morpholinothieno[3,2-d]pyrimidin-6-yl)methyl)piperazin-1-yl)acetamide). RXN SMILES: Cl[C:2]1[N:3]=[C:4]([N:24]2[CH2:29][CH2:28][O:27][CH2:26][CH2:25]2)[C:5]2[S:10][C:9]([CH2:11][N:12]3[CH2:17][CH2:16][N:15]([CH2:18][C:19]([N:21]([CH3:23])[CH3:22])=[O:20])[CH2:14][CH2:13]3)=[CH:8][C:6]=2[N:7]=1.[CH3:30][C:31]1[CH:36]=[CH:35][C:34](B2OC(C)(C)C(C)(C)O2)=[CH:33][N:32]=1>>[CH3:22][N:21]([CH3:23])[C:19](=[O:20])[CH2:18][N:15]1[CH2:16][CH2:17][N:12]([CH2:11][C:9]2[S:10][C:5]3[C:4]([N:24]4[CH2:29][CH2:28][O:27][CH2:26][CH2:25]4)=[N:3][C:2]([C:34]4[CH:33]=[N:32][C:31]([CH3:30])=[CH:36][CH:35]=4)=[N:7][C:6]=3[CH:8]=2)[CH2:13][CH2:14]1. Reported procedure: 2-[4-(2-Chloro-4-morpholin-4-yl-thieno[3,2-d]pyrimidin-6-ylmethyl)-piperazin-1-yl]-N,N-dimethyl-acetamide (Example 80) was reacted with 2-methyl-5-(4,4,5,5-tetramethyl-[1,3,2]dioxaborolan-2-yl)-pyridine in General Procedure A. Purification on silica yielded 174. (400 MHz CDCl3): 2.54 (8H, m, CH2), 2.55 (3H, s, CH3), 2.87 (3H, s, CH3), 3.00 (3H, s, CH3), 3.12 (2H, s, CH2), 3.76 (2H, s, CH2), 3.81-3.83 (4H, m, CH2), 3.96-3.99 (4H, m, CH2), 7.16 (1H, m, ar), 7.23 (1H, s, ar), 8.48 (1 h, dd (J=8.06,... Reactants: CCOC(=O)c1ccc2c(c1)CC(C)(C)C(c1cc(N3CCOCC3)ccc1F)N2, CO, Cl, [Li+], C1CCOC1, [OH-], O, O. The product is CC1(C)Cc2cc(C(=O)O)ccc2NC1c1cc(N2CCOCC2)ccc1F. RXN SMILES: [CH2:1]([CH3:2])[O:3][C:4](=[O:5])[c:6]1[cH:7][c:8]2[c:13]([cH:14][cH:15]1)[NH:12][CH:11]([c:16]1[c:17]([F:28])[cH:18][cH:19][c:20]([N:22]3[CH2:23][CH2:24][O:25][CH2:26][CH2:27]3)[cH:21]1)[C:10]([CH3:29])([CH3:30])[CH2:9]2.[CH3:36][OH:37].[ClH:35].[Li+:33].[O:38]1[CH2:39][CH2:40][CH2:41][CH2:42]1.[OH-:32].[OH2:31].[OH2:34]>>[O:3]=[C:4]([OH:5])[c:6]1[cH:7][c:8]2[c:13]([cH:14][cH:15]1)[NH:12][CH:11]([c:16]1[c:17]([F:28])[cH:18][cH:19][c:20]([N:22]3[CH2:23][CH2:24][O:25][CH2:26][CH2:27]3)[cH:21]1)[C:10]([CH3:29])([CH3:30])[CH2:9]2. Reactants: C(C=C)(=O)O (acrylic acid), O=C1OCCN1P(=O)(N1C(OCC1)=O)Cl (bis(2-oxo-3-oxazolidinyl)phosphinic chloride), C(C)(C)N(C(C)C)CC (N,N-diisopropylethylamine), NC=1C=C(OC2=C(C(=NC=N2)N)C2=CC=C(C=C2)OC2=CC=CC=C2)C=CC1 (6-(3-aminophenoxy)-5-(4-phenoxyphenyl)pyrimidin-4-amine). Solvent: O1CCOCC1 (dioxane). Conditions: time 1 hour. The product is NC1=C(C(=NC=N1)OC=1C=C(C=CC1)NC(C=C)=O)C1=CC=C(C=C1)OC1=CC=CC=C1 (N-(3-{[6-amino-5-(4-phenoxyphenyl)pyrimidin-4-yl]oxy}phenyl)acrylamide). Isolated yield 85.4%. RXN SMILES: [C:1](O)(=[O:4])[CH:2]=[CH2:3].O=C1N(P(Cl)(N2CCOC2=O)=O)CCO1.C(N(CC)C(C)C)(C)C.[NH2:30][C:31]1[CH:32]=[C:33]([CH:55]=[CH:56][CH:57]=1)[O:34][C:35]1[N:40]=[CH:39][N:38]=[C:37]([NH2:41])[C:36]=1[C:42]1[CH:47]=[CH:46][C:45]([O:48][C:49]2[CH:54]=[CH:53][CH:52]=[CH:51][CH:50]=2)=[CH:44][CH:43]=1>O1CCOCC1>[NH2:41][C:37]1[N:38]=[CH:39][N:40]=[C:35]([O:34][C:33]2[CH:32]=[C:31]([NH:30][C:1](=[O:4])[CH:2]=[CH2:3])[CH:57]=[CH:56][CH:55]=2)[C:36]=1[C:42]1[CH:43]=[CH:44][C:45]([O:48][C:49]2[CH:54]=[CH:53][CH:52]=[CH:51][CH:50]=2)=[CH:46][CH:47]=1. Procedure details: Into a 20 mL reaction vial was added acrylic acid (0.01 ml; 0.12 mmol), and bis(2-oxo-3-oxazolidinyl)phosphinic chloride (42.04 mg; 0.17 mmol), and N,N-diisopropylethylamine (0.07 ml; 0.41 mmol) suspended in dioxane (3.00 ml). The reaction mixture was stirred at rt for 1 h. 6-(3-aminophenoxy)-5-(4-phenoxyphenyl)pyrimidin-4-amine (40.00 mg; 0.08 mmol) was then added. The reaction mixture was stirred at rt overnight. The crude mixture was purified using Biotage column chromatography eluting from 5... Reactants: C[Si](C)(C)[N-][Si](C)(C)C.[Li+] (Lithium bis(trimethylsilyl)amide), CSC1=CC=C(C=C1)CC(=O)OCC (ethyl 2-(4-(methylthio)phenyl)acetate), FC1=CC=C(C(=O)Cl)C=C1 (4-fluorobenzoyl chloride). Solvent: C1CCOC1 (THF), C1CCOC1 (THF). Conditions: temperature -78 celsius, time 90 minute. Product: FC1=CC=C(C=C1)C(C(C(=O)OCC)C1=CC=C(C=C1)SC)=O (Ethyl 3-(4-fluorophenyl)-2-(4-(methylthio)phenyl)-3-oxopropanoate). Yield: 90.9%. RXN SMILES: C[Si]([N-][Si](C)(C)C)(C)C.[Li+].[CH3:11][S:12][C:13]1[CH:18]=[CH:17][C:16]([CH2:19][C:20]([O:22][CH2:23][CH3:24])=[O:21])=[CH:15][CH:14]=1.[F:25][C:26]1[CH:34]=[CH:33][C:29]([C:30](Cl)=[O:31])=[CH:28][CH:27]=1>C1COCC1>[F:25][C:26]1[CH:34]=[CH:33][C:29]([C:30](=[O:31])[CH:19]([C:16]2[CH:15]=[CH:14][C:13]([S:12][CH3:11])=[CH:18][CH:17]=2)[C:20]([O:22][CH2:23][CH3:24])=[O:21])=[CH:28][CH:27]=1 |f:0.1|. Reported procedure: 1 N Lithium bis(trimethylsilyl)amide (25 mL, 25 mmol) was added dropwise to a solution of ethyl 2-(4-(methylthio)phenyl)acetate (5.05 g, 24 mmol), prepared according to the method of Example 73A, in THF (20 mL) maintained at −78° C. After 15 minutes the mixture was treated dropwise with a solution of 4-fluorobenzoyl chloride (2.85 mL, 24 mmol) in THF (50 mL), and the resulting mixture was stirred at −78° C. for 90 minutes. The mixture was quenched with saturated NH4Cl and extracted with ethyl ac...